Dataset: the Open Reaction Database (ORD), a public repository of structured organic reaction records. Task: describe an organic reaction: reactants, conditions, products, and yield The reactants are CCOC(C)=O, ClCCl, CCCCCC, CN(C)c1ccncc1, O=C(Cl)CCl, O=S(=O)(O)O, OC1CCCCC1c1ccccc1. The product is O=C(CCl)OC1CCCCC1c1ccccc1. As a reaction SMILES: [C:22]([O:23][CH2:24][CH3:25])(=[O:26])[CH3:27].[CH2:19]([Cl:20])[Cl:21].[CH3:28][CH2:29][CH2:30][CH2:31][CH2:32][CH3:33].[CH3:34][N:35]([CH3:36])[c:37]1[cH:38][cH:39][n:40][cH:41][cH:42]1.[Cl:14][CH2:15][C:16](=[O:17])[Cl:18].[S:43](=[O:44])(=[O:45])([OH:46])[OH:47].[c:1]1([CH:7]2[CH:8]([OH:13])[CH2:9][CH2:10][CH2:11][CH2:12]2)[cH:2][cH:3][cH:4][cH:5][cH:6]1>>[c:1]1([CH:7]2[CH:8]([O:13][C:16]([CH2:15][Cl:14])=[O:17])[CH2:9][CH2:10][CH2:11][CH2:12]2)[cH:2][cH:3][cH:4][cH:5][cH:6]1. RXN SMILES: [C:1]([C:5]1[CH:10]=[CH:9][CH:8]=[CH:7][CH:6]=1)(=[O:4])[CH2:2][CH3:3].[Mg].[F:12][C:13]([F:22])([F:21])[C:14]1[CH:15]=[C:16](Br)[CH:17]=[CH:18][CH:19]=1.[Cl-].[NH4+]>CCOCC>[F:12][C:13]([F:22])([F:21])[C:14]1[CH:15]=[C:16]([CH:17]=[CH:18][CH:19]=1)[C:1]([CH2:2][CH3:3])([OH:4])[C:5]1[CH:10]=[CH:9][CH:8]=[CH:7][CH:6]=1 |f:3.4|. Conditions: temperature 0 celsius, time 30 minute. Product: FC(C=1C=C(C(C2=CC=CC=C2)(O)CC)C=CC1)(F)F (3-trifluoromethyl-α-ethyl-benzhydrol). Reactants: C(CC)(=O)C1=CC=CC=C1 (propiophenone), [Cl-].[NH4+] (ammonium chloride), [Mg] (magnesium), FC(C=1C=C(C=CC1)Br)(F)F (3-trifluoromethyl-bromobenzene). Procedure details: A solution of 37.5 g. of propiophenone in 200 ml. of dry ether is added dropwise to a -10° C. Grignard solution prepared from 13.6 g. of magnesium turnings and 126 g. of 3-trifluoromethyl-bromobenzene in 182 ml. of dry ether. The reaction mixture is stirred at 0° C. for 30 minutes, thereafter refluxed for 1 hour. The mixture is cooled to 0° C., and the Grignard complex is decomposed with a 10% aqueous ammonium chloride solution. The etheral phase is separated, washed until neutral, and dried ove... Run in CCOCC (ether), CCOCC (ether). Product: CC(C)C(=O)Nc1cccc(C2CCN(CCCCC(=O)c3ccc([N+](=O)[O-])cc3)CC2)c1. RXN SMILES: [CH3:23][CH:24]([C:25](=[O:26])[NH:27][c:28]1[cH:29][c:30]([CH:34]2[CH2:35][CH2:36][NH:37][CH2:38][CH2:39]2)[cH:31][cH:32][cH:33]1)[CH3:40].[Cl:7][CH2:8][CH2:9][CH2:10][CH2:11][C:12](=[O:13])[c:14]1[cH:15][cH:16][c:17]([N+:20](=[O:21])[O-:22])[cH:18][cH:19]1.[K+:1].[K+:2].[O-:3][C:4]([O-:5])=[O:6]>>[CH2:8]([CH2:9][CH2:10][CH2:11][C:12](=[O:13])[c:14]1[cH:15][cH:16][c:17]([N+:20](=[O:21])[O-:22])[cH:18][cH:19]1)[N:37]1[CH2:36][CH2:35][CH:34]([c:30]2[cH:29][c:28]([NH:27][C:25]([CH:24]([CH3:23])[CH3:40])=[O:26])[cH:33][cH:32][cH:31]2)[CH2:39][CH2:38]1. Starting materials: CC(C)C(=O)Nc1cccc(C2CCNCC2)c1, O=C(CCCCCl)c1ccc([N+](=O)[O-])cc1, [K+], [K+], O=C([O-])[O-]. The reactants are c4c(C)cc(B3OB(c1cc(C)cc(C)c1)OB(c2cc(C)cc(C)c2)O3)cc4(C) (effective_coupling_partner), COC(=O)c1ccc(OC(=O)C(C)(C)C)cc1 (substrate). The reagents and catalysts are PCy3. Reaction conditions: temperature 110 celsius, time 12 hour. Product: COC(=O)c1ccc(c2cc(C)cc(C)c2)cc1. The reactants are olefin, (NH4)2SiF6, C1(C=CC=C1)[Cr]C1C=CC=C1 (bis(cyclopentadienyl)chromium), [Cr] (chromium). Run in CCCCCC (n-hexane). Reaction conditions: time 30 minute. Yields the product [CH-]1C=CC=C1.[CH-]1C=CC=C1.[Cr+2] (CHROMOCENE). RXN SMILES: [CH:1]1([Cr:6]C2C=CC=C2)[CH:5]=[CH:4][CH:3]=[CH:2]1.[Cr]>CCCCCC>[CH-:1]1[CH:5]=[CH:4][CH:3]=[CH:2]1.[CH-:1]1[CH:5]=[CH:4][CH:3]=[CH:2]1.[Cr+2:6] |f:3.4.5|. Reported procedure: Four olefin polymerization catalyst samples were then prepared by slurrying 0.4 gram portions of each of the activated silica supports made as in the preceeding paragraph with 20 mg. portions of bis(cyclopentadienyl)chromium [II] (chromocene) in about 100 ml. of n-hexane. The slurries were stirred for about 30 minutes to allow the chromium compound to deposit on the activated supports. Control A was prepared as in the preceeding paragraph from silica treated as in A but without adding any (NH4)2...